Task: describe an organic reaction: reactants, conditions, products, and yield. Dataset: the Open Reaction Database (ORD), a public repository of structured organic reaction records The reactants are [OH-].[Na+] (sodium hydroxide), C1CSC(=O)[C@H]1N (homocysteine thiolactone), C1(CCCCC1)N=C=NC1CCCCC1 (dicyclohexylcarbodimide), CC1=C(C(CCC1)(C)C)/C=C/C(=C/C=C/C(=C/C(=O)O)/C)/C (retinoic acid), C1CSC(=O)[C@H]1N (Homocysteine thiolactone hydrochloride), CC1=C(C(CCC1)(C)C)/C=C/C(=C/C=C/C(=C/C(=O)O)/C)/C (retinoic acid), C1CSC(=O)[C@H]1N (homocysteine thiolactone), C1CSC(=O)[C@H]1N (homocysteine thiolactone). The solvent is O (water), C(Cl)Cl (methylene chloride). Reaction conditions: temperature 20 celsius, time 16 hour. Yields the product CC1=C(C(CCC1)(C)C)/C=C/C(=C/C=C/C(=C/C(=O)NC2CCSC2=O)/C)/C (N-homocysteine thiolactonyl retinamide). Reaction SMILES: [CH2:1]1[C@H:6]([NH2:7])[C:4](=[O:5])[S:3][CH2:2]1.[CH3:8][C:9]1[CH2:14][CH2:13][CH2:12][C:11]([CH3:16])([CH3:15])[C:10]=1/[CH:17]=[CH:18]/[C:19](/[CH3:29])=[CH:20]/[CH:21]=[CH:22]/[C:23](/[CH3:28])=[CH:24]/[C:25](O)=[O:26].C1(N=C=NC2CCCCC2)CCCCC1.[OH-].[Na+]>O.C(Cl)Cl>[CH3:8][C:9]1[CH2:14][CH2:13][CH2:12][C:11]([CH3:15])([CH3:16])[C:10]=1/[CH:17]=[CH:18]/[C:19](/[CH3:29])=[CH:20]/[CH:21]=[CH:22]/[C:23](/[CH3:28])=[CH:24]/[C:25]([NH:7][CH:6]1[C:4](=[O:5])[S:3][CH2:2][CH2:1]1)=[O:26] |f:3.4|. Procedure: McCully (U.S. Pat. No. 4,618,685; “the '685 patent”, incorporated herein by reference) attempted to synthesize thioretinamide, the precursor to the compound of the invention, from homocysteine thiolactone free base and retinoic acid. McCully's synthesis of thioretinamide involves the conjugation of homocysteine thiolactone to retinoic acid using dicyclohexylcarbodimide as a coupling agent. The process in that patent starts with the preparation of the free base of homocysteine thiolactone. This i... Reactants: C(C)N1C=C(C(C2=CC(=C(C=C12)F)F)=O)C(=O)O (1-ethyl-6,7-difluoro-1,4-dihydro-4- oxoquinoline-3-carboxylic acid), Cl.COC(=O)C=1C=C2CNCC2=CC1 (5-methoxycarbonylisoindoline hydrochloride), C1CCC2=NCCCN2CC1 (DBU). Run in CN(C)C=O (DMF). Product: COC(=O)C=1C=C2CN(CC2=CC1)C1=C(C=C2C(C(=CN(C2=C1)CC)C(=O)O)=O)F (7-(5-methoxycarbonyl-2-isoindolinyl)-1-ethyl-6-fluoro-1,4- dihydro-4-oxoquinoline-3-carboxylic acid). The yield is 50.1%. RXN SMILES: [CH2:1]([N:3]1[C:12]2[C:7](=[CH:8][C:9]([F:14])=[C:10](F)[CH:11]=2)[C:6](=[O:15])[C:5]([C:16]([OH:18])=[O:17])=[CH:4]1)[CH3:2].Cl.[CH3:20][O:21][C:22]([C:24]1[CH:25]=[C:26]2[C:30](=[CH:31][CH:32]=1)[CH2:29][NH:28][CH2:27]2)=[O:23].C1CCN2C(=NCCC2)CC1>CN(C=O)C>[CH3:20][O:21][C:22]([C:24]1[CH:25]=[C:26]2[C:30](=[CH:31][CH:32]=1)[CH2:29][N:28]([C:10]1[CH:11]=[C:12]3[C:7]([C:6](=[O:15])[C:5]([C:16]([OH:18])=[O:17])=[CH:4][N:3]3[CH2:1][CH3:2])=[CH:8][C:9]=1[F:14])[CH2:27]2)=[O:23] |f:1.2|. Procedure details: 128 mg of 1-ethyl-6,7-difluoro-1,4-dihydro-4- oxoquinoline-3-carboxylic acid, 109 mg of 5-methoxycarbonylisoindoline hydrochloride, 228 mg of DBU, and 1.5 ml of anhydrous DMF were processed in the same manner as in Example 20 to produce 104 mg of the target compound. The reactants are [Na+].CC1=C(N=CN1)C(=O)[O-] (5-methylimidazole-4-carboxylic acid sodium salt), C=O (formaldehyde), O1CCOCC1 (1,4-dioxane), Cl (hydrogen chloride). Solvent: C(C)O (ethanol). The product is Cl.OCC=1N=CNC1C (4-hydroxymethyl-5-methylimidazole hydrochloride). Isolated yield 63.0%. Reaction SMILES: [Na+].[CH3:2][C:3]1[NH:7][CH:6]=[N:5][C:4]=1[C:8]([O-])=[O:9].C=O.O1CCOCC1.[ClH:19]>C(O)C>[ClH:19].[OH:9][CH2:8][C:4]1[N:5]=[CH:6][NH:7][C:3]=1[CH3:2] |f:0.1,6.7|. Reported procedure: A mixture of 1.48 g (0.01 mol) of 5-methylimidazole-4-carboxylic acid sodium salt, 2 ml of ~37% formaldehyde solution and 3 ml of 1,4-dioxane was heated at 75°-85° C. for 3 hours. After completion of the reaction, the solvent was stripped off, and the remaining residue was extracted with isopropanol. The isopropanol extract was concentrated to give a viscous oil. This viscous oil was dissolved in absolute ethanol and dry hydrogen chloride gas was passed through the resulting solution to afford 0... The reactants are C1CCOC1, CCO, CC(C(=O)O)c1ccc([N+](=O)[O-])c(O)c1. Product: CC(C(=O)O)c1ccc(N)c(O)c1. RXN SMILES: [CH2:16]1[O:17][CH2:18][CH2:19][CH2:20]1.[CH3:21][CH2:22][OH:23].[OH:1][c:2]1[cH:3][c:4]([CH:11]([C:12](=[O:13])[OH:14])[CH3:15])[cH:5][cH:6][c:7]1[N+:8]([O-:9])=[O:10]>>[OH:1][c:2]1[cH:3][c:4]([CH:11]([C:12](=[O:13])[OH:14])[CH3:15])[cH:5][cH:6][c:7]1[NH2:8]. The reactants are FC=1C=C(C[C@@H]2N(CC[C@H](C2)C2=CC(NO2)=O)C(=O)OC)C=C(C1)F (Trans-methyl 2-(3,5-difluorobenzyl)-4-(3-oxo-2,3-dihydroisoxazol-5-yl)piperidine-1-carboxylate), CCCCCCC.CC(C)O (heptane IPA). The solvent is C(C)#N (acetonitrile), C(C)#N (acetonitrile). Product: FC=1C=C(C[C@H]2N(CC[C@@H](C2)C2=CC(NO2)=O)C(=O)OC)C=C(C1)F ((2S,4S)-methyl 2-(3,5-difluorobenzyl)-4-(3-oxo-2,3-dihydroisoxazol-5-yl)piperidine-1-carboxylate), FC=1C=C(C[C@@H]2N(CC[C@H](C2)C2=CC(NO2)=O)C(=O)OC)C=C(C1)F ((2R,4R)-methyl 2-(3,5-difluorobenzyl)-4-(3-oxo-2,3-dihydroisoxazol-5-yl)piperidine-1-carboxylate). The yield is 37.0%. RXN SMILES: [F:1][C:2]1[CH:3]=[C:4]([CH:22]=[C:23]([F:25])[CH:24]=1)[CH2:5][C@H:6]1[CH2:11][C@H:10]([C:12]2[O:16][NH:15][C:14](=[O:17])[CH:13]=2)[CH2:9][CH2:8][N:7]1[C:18]([O:20][CH3:21])=[O:19].CCCCCCC.CC(O)C>C(#N)C>[F:25][C:23]1[CH:22]=[C:4]([CH:3]=[C:2]([F:1])[CH:24]=1)[CH2:5][C@@H:6]1[CH2:11][C@@H:10]([C:12]2[O:16][NH:15][C:14](=[O:17])[CH:13]=2)[CH2:9][CH2:8][N:7]1[C:18]([O:20][CH3:21])=[O:19].[F:25][C:23]1[CH:22]=[C:4]([CH:3]=[C:2]([F:1])[CH:24]=1)[CH2:5][C@H:6]1[CH2:11][C@H:10]([C:12]2[O:16][NH:15][C:14](=[O:17])[CH:13]=2)[CH2:9][CH2:8][N:7]1[C:18]([O:20][CH3:21])=[O:19] |f:1.2|. Procedure: Trans-methyl 2-(3,5-difluorobenzyl)-4-(3-oxo-2,3-dihydroisoxazol-5-yl)piperidine-1-carboxylate (0.648 g, 1.84 mmol) was subjected to chiral preparative HPLC (Column: Chiralpak AD (250×20), 5 μm particle size, mobile phase: Heptane/EtOH 70/30, flow rate 18 mL/min) to yield (2S,4S)-methyl 2-(3,5-difluorobenzyl)-4-(3-oxo-2,3-dihydroisoxazol-5-yl)piperidine-1-carboxylate 249 mg (38%), Chiral purity 99.9% ee, Optical rotation [α]D20=+27.1 (acetonitrile, c=1) and (2R,4R)-methyl 2-(3,5-difluorobenzyl)-...